This data is from the Open Reaction Database (ORD), a public repository of structured organic reaction records. The task is: describe an organic reaction: reactants, conditions, products, and yield Reactants: CC1(NC2=CC(=CCC2C(C1)C1=CC(=CC=C1)C(F)(F)F)OC)C (2,2-dimethyl-7-methoxy-4-(3-trifluoromethylphenyl)tetrahydroquinoline), CC1(NC2=CC(=CCC2C(C1)C1=CC=C(C=C1)Cl)OC)C (2,2-dimethyl-7-methoxy-4-(4-chlorophenyl)tetrahydroquinoline). Product: CC1(NC2=CC(=CCC2C(C1)C1=CC=C(C=C1)C(F)(F)F)OC)C (2,2-dimethyl-7-methoxy-4-(4-trifluoromethylphenyl)tetrahyroquinoline). Reaction SMILES: CC1(C)CC(C2C=CC=C([C:18]([F:21])([F:20])[F:19])C=2)C2C(=CC(OC)=CC2)N1.[CH3:25][C:26]1([CH3:45])[CH2:35][CH:34]([C:36]2[CH:41]=[CH:40][C:39](Cl)=[CH:38][CH:37]=2)[CH:33]2[C:28](=[CH:29][C:30]([O:43][CH3:44])=[CH:31][CH2:32]2)[NH:27]1>>[CH3:25][C:26]1([CH3:45])[CH2:35][CH:34]([C:36]2[CH:41]=[CH:40][C:39]([C:18]([F:21])([F:20])[F:19])=[CH:38][CH:37]=2)[CH:33]2[C:28](=[CH:29][C:30]([O:43][CH3:44])=[CH:31][CH2:32]2)[NH:27]1. Procedure details: 2,2-dimethyl-7-methoxy-4-(3-trifluoromethylphenyl)tetrahydroquinoline; and 2,2-dimethyl-7-methoxy-4-(4-chlorophenyl)tetrahydroquinoline (using Pt as catalyst).